Dataset: the Open Reaction Database (ORD), a public repository of structured organic reaction records. Task: describe an organic reaction: reactants, conditions, products, and yield The reactants are BrC1=CC=C(C=C1)C(O)C1CC1 ((4-Bromophenyl)cyclopropylmethanol), C(C)[SiH](CC)CC (triethylsilane). Run in FC(C(=O)O)(F)F (trifluoroacetic acid). Reaction conditions: time 8 hour. The product is BrC1=CC=C(C=C1)CC1CC1 (1-bromo-4-cyclopropylmethylbenzene). RXN SMILES: [Br:1][C:2]1[CH:7]=[CH:6][C:5]([CH:8]([CH:10]2[CH2:12][CH2:11]2)O)=[CH:4][CH:3]=1.C([SiH](CC)CC)C>FC(F)(F)C(O)=O>[Br:1][C:2]1[CH:7]=[CH:6][C:5]([CH2:8][CH:10]2[CH2:11][CH2:12]2)=[CH:4][CH:3]=1. Procedure details: (4-Bromophenyl)cyclopropylmethanol (15.0 g) is treated with triethylsilane (30 mL) and trifluoroacetic acid (30 mL) and stirred at room temperature overnight. The reaction mixture is concentrated under reduced pressure and the residue is purified by column chromatography (silica gel 230-400 mesh, ethyl acetate:n-hexane 3:97) to furnish 1-bromo-4-cyclopropylmethylbenzene.